This data is from the Open Reaction Database (ORD), a public repository of structured organic reaction records. The task is: describe an organic reaction: reactants, conditions, products, and yield Yields the product NCC1=C(CCCC1)CC(=O)NC1[C@@H]2N(C(=C(CS2)CSC=2SC(=NN2)C)C(=O)O)C1=O (7-[α-(2-aminomethyl-1-cyclohexenyl)acetamido]-3-(5-methyl-1,3,4-thiadiazol-2-ylthiomethyl)-3-cephem-4-carboxylic acid). Run in CCOCC (ether). Starting materials: FC(C(=O)O)(F)F (trifluoroacetic acid), C(C)(C)(C)OC(=O)NCC1=C(CCCC1)CC(=O)NC1[C@@H]2N(C(=C(CS2)CSC=2SC(=NN2)C)C(=O)O)C1=O (7-[α-(2-t-Butoxycarbonylaminomethyl-1-cyclohexenyl)acetamido]-3-(5-methyl-1,3,4-thiadiazol-2-ylthiomethyl)-3-cephem-4-carboxylic acid). Conditions: time 30 minute. Reaction SMILES: FC(F)(F)C(O)=O.C(OC([NH:15][CH2:16][C:17]1[CH2:22][CH2:21][CH2:20][CH2:19][C:18]=1[CH2:23][C:24]([NH:26][CH:27]1[C:45](=[O:46])[N:29]2[C:30]([C:42]([OH:44])=[O:43])=[C:31]([CH2:34][S:35][C:36]3[S:37][C:38]([CH3:41])=[N:39][N:40]=3)[CH2:32][S:33][C@H:28]12)=[O:25])=O)(C)(C)C>CCOCC>[NH2:15][CH2:16][C:17]1[CH2:22][CH2:21][CH2:20][CH2:19][C:18]=1[CH2:23][C:24]([NH:26][CH:27]1[C:45](=[O:46])[N:29]2[C:30]([C:42]([OH:44])=[O:43])=[C:31]([CH2:34][S:35][C:36]3[S:37][C:38]([CH3:41])=[N:39][N:40]=3)[CH2:32][S:33][C@H:28]12)=[O:25]. Procedure: A mixture of trifluoroacetic acid (2 ml.) and 5d (1.20 g., 2 mmoles) was stirred for 30 min at room temperature and diluted with ether (50 ml.) to precipitate the trifluoroacetate of 6d. The trifluoroacetate was slurried in water (2 ml.), adjusted at pH 6 with ammonium hydroxide and diluted with acetonitrile (200 ml.) to precipitate 6d. Yield 0.75 g. (76%). M.p. 215° - 220° C. (dec.).